Dataset: the Open Reaction Database (ORD), a public repository of structured organic reaction records. Task: describe an organic reaction: reactants, conditions, products, and yield The reactants are COC=1C=C(C=C(C1)OC)[C@H](C)N ((S)-1-(3,5-dimethoxyphenyl)ethanamine), C(C)(C)(C)OC(=O)C1=C(C=CC=C1)C1=CC=C(C=C1)CN1C(=C(C2=CC(=CC=C12)C(=O)O)C)C (1-((2′-(tert-butoxycarbonyl)-[1,1′-biphenyl]-4-yl)methyl)-2,3-dimethyl-1H-indole-5-carboxylic acid). Yields the product COC=1C=C(C=C(C1)OC)[C@H](C)NC(=O)C=1C=C2C(=C(N(C2=CC1)CC1=CC=C(C=C1)C=1C(=CC=CC1)C(=O)O)C)C ((S)-4′-((5-((1-(3,5-dimethoxyphenyl)ethyl)carbamoyl)-2,3-dimethyl-1H-indol-1-yl)methyl)-[1,1′-biphenyl]-2-carboxylic acid). As a reaction SMILES: [CH3:1][O:2][C:3]1[CH:4]=[C:5]([C@@H:11]([NH2:13])[CH3:12])[CH:6]=[C:7]([O:9][CH3:10])[CH:8]=1.C([O:18][C:19]([C:21]1[CH:26]=[CH:25][CH:24]=[CH:23][C:22]=1[C:27]1[CH:32]=[CH:31][C:30]([CH2:33][N:34]2[C:42]3[C:37](=[CH:38][C:39]([C:43](O)=[O:44])=[CH:40][CH:41]=3)[C:36]([CH3:46])=[C:35]2[CH3:47])=[CH:29][CH:28]=1)=[O:20])(C)(C)C>>[CH3:10][O:9][C:7]1[CH:6]=[C:5]([C@@H:11]([NH:13][C:43]([C:39]2[CH:38]=[C:37]3[C:42](=[CH:41][CH:40]=2)[N:34]([CH2:33][C:30]2[CH:29]=[CH:28][C:27]([C:22]4[C:21]([C:19]([OH:20])=[O:18])=[CH:26][CH:25]=[CH:24][CH:23]=4)=[CH:32][CH:31]=2)[C:35]([CH3:47])=[C:36]3[CH3:46])=[O:44])[CH3:12])[CH:4]=[C:3]([O:2][CH3:1])[CH:8]=1. Procedure details: The title compound was prepared following the same general protocol as described in Step 8-9, Example 1, using the (S)-1-(3,5-dimethoxyphenyl)ethanamine and the 1-((2′-(tert-butoxycarbonyl)-[1,1′-biphenyl]-4-yl)methyl)-2,3-dimethyl-1H-indole-5-carboxylic acid. ESI-MS (m/z): 563 [M+H]+. The reactants are C(=O)(OC(C)(C)C)N1C[C@H](CCC1)CNC1=CC=CC=C1 ((R)-N-(1-Boc-Piperidin-3-ylmethyl)-aniline), C(=O)(OC(C)(C)C)N1C[C@H](CCC1)CN(C(CC)=O)C1=CC=CC=C1 ((R)-N-(1-Boc-piperidin-3-ylmethyl)-N-phenyl-propionamide), C(CC1=CC=CC=C1)N1CC(CCC1)CN(C(CC)=O)C1=CC=CC=C1 (N-(1-Phenethyl-piperidin-3-ylmethyl)-N-phenyl-propionamide). Yields the product C(CC1=CC=CC=C1)N1C[C@@H](CCC1)CN(C(CC)=O)C1=CC=CC=C1 ((R)-N-(1-Phenethyl-piperidin-3-ylmethyl)-N-phenyl-propionamide). RXN SMILES: C(N1CCC[C@H](CNC2C=CC=CC=2)C1)(OC(C)(C)C)=O.C(N1CCC[C@H](CN(C2C=CC=CC=2)C(=O)CC)C1)(OC(C)(C)C)=O.[CH2:47]([N:55]1[CH2:60][CH2:59][CH2:58][CH:57]([CH2:61][N:62]([C:67]2[CH:72]=[CH:71][CH:70]=[CH:69][CH:68]=2)[C:63](=[O:66])[CH2:64][CH3:65])[CH2:56]1)[CH2:48][C:49]1[CH:54]=[CH:53][CH:52]=[CH:51][CH:50]=1>>[CH2:47]([N:55]1[CH2:60][CH2:59][CH2:58][C@@H:57]([CH2:61][N:62]([C:67]2[CH:72]=[CH:71][CH:70]=[CH:69][CH:68]=2)[C:63](=[O:66])[CH2:64][CH3:65])[CH2:56]1)[CH2:48][C:49]1[CH:50]=[CH:51][CH:52]=[CH:53][CH:54]=1. Procedure: Following a procedure similar to that described in Examples 4 and 5, (R)-N-(1-Boc-piperidin-3-ylmethyl)-aniline 28 was converted first to (R)-N-(1-Boc-piperidin-3-ylmethyl)-N-phenyl-propionamide 29, and then to (R) N-(1-Phenethyl-piperidin-3-ylmethyl)-N-phenyl-propionamide 30 (LRMS 350). The solvent is ClC(C)Cl (dichloroethane). Reaction conditions: time 45 minute. Yield: 91.0%. As a reaction SMILES: [CH3:1][O:2][C:3]1[CH:4]=[C:5]([N:12]2[CH2:17][CH2:16][C:15](=O)[CH2:14][CH2:13]2)[CH:6]=[CH:7][C:8]=1[N+:9]([O-:11])=[O:10].[CH3:19][NH:20][CH3:21].C1COCC1.C(O[BH-](OC(=O)C)OC(=O)C)(=O)C.[Na+].C([O-])(O)=O.[Na+]>ClC(Cl)C>[CH3:1][O:2][C:3]1[CH:4]=[C:5]([N:12]2[CH2:17][CH2:16][CH:15]([N:20]([CH3:21])[CH3:19])[CH2:14][CH2:13]2)[CH:6]=[CH:7][C:8]=1[N+:9]([O-:11])=[O:10] |f:3.4,5.6|. Reactants: COC=1C=C(C=CC1[N+](=O)[O-])N1CCC(CC1)=O (1-(3-Methoxy-4-nitro-phenyl)-piperidine-4-one), CNC (Dimethylamine), C1CCOC1 (THF), C(C)(=O)O[BH-](OC(C)=O)OC(C)=O.[Na+] (sodium triacetoxyborohydride), C(=O)(O)[O-].[Na+] (NaHCO3). Procedure details: 1-(3-Methoxy-4-nitro-phenyl)-piperidine-4-one (300 mg, 1.20 mmol) in dichloroethane (6 mL) was treated with 2 M Dimethylamine in THF (3 mL, 6 mmol) followed by sodium triacetoxyborohydride (420 mg, 2 mmol) at rt. After 16 h the mixture was treated with saturated aqueous NaHCO3, stirred 45 minutes. The layers were then separated, and the organic phase was dried over Na2SO4, filtered, and concentrated under reduced pressure to give 305 mg (91%) of desired [1-(3-Methoxy-4-nitro-phenyl)-piperidine-4... The product is COC=1C=C(C=CC1[N+](=O)[O-])N1CCC(CC1)N(C)C ([1-(3-Methoxy-4-nitro-phenyl)-piperidine-4-yl]dimethyl-amine). Reactants: O=C([O-])[O-], CC(C)(C)OC(=O)NC1C=CC(C(=O)O)C1, CI, CCOC(C)=O, [K+], [K+], CN(C)C=O. Yields the product COC(=O)C1C=CC(NC(=O)OC(C)(C)C)C1. Reaction SMILES: [C:17](=[O:18])([O-:19])[O-:20].[C:1]([CH3:2])([CH3:3])([CH3:4])[O:5][C:6](=[O:7])[NH:8][CH:9]1[CH:10]=[CH:11][CH:12]([C:14](=[O:15])[OH:16])[CH2:13]1.[CH3:23][I:24].[CH3:30][CH2:31][O:32][C:33]([CH3:34])=[O:35].[K+:21].[K+:22].[O:25]=[CH:26][N:27]([CH3:28])[CH3:29]>>[C:1]([CH3:2])([CH3:3])([CH3:4])[O:5][C:6](=[O:7])[NH:8][CH:9]1[CH:10]=[CH:11][CH:12]([C:14](=[O:15])[O:16][CH3:17])[CH2:13]1. The reactants are CN(CCOC=1C=C(C=CC1OC)NC(=O)C1=CC=C(C=C1)C1=C(C=C(C=C1)C1=NOC(=N1)C)C)C (N-[3-(2-dimethylaminoethoxy)-4-methoxyphenyl]-2'-methyl-4'-(5-methyl-1,2,4-oxadiazol-3-yl)biphenyl-4-carboxamide), ClC(=O)OC(C)Cl (1-chloroethyl chloroformate), C(C)(C)N(CC)C(C)C (diisopropylethylamine). Solvent: ClCCCl (1,2-dichloroethane). Run at time 2 hour. The product is CNCCOC=1C=C(C=CC1OC)NC(=O)C1=CC=C(C=C1)C1=C(C=C(C=C1)C1=NOC(=N1)C)C (N-[3-(2-Methylaminoethoxy)-4-methoxyphenyl]-2'-methyl-4'-(5-methyl-1,2,4-oxadiazol-3-yl)biphenyl-4-carboxamide). Yield: 67.1%. As a reaction SMILES: [CH3:1][N:2](C)[CH2:3][CH2:4][O:5][C:6]1[CH:7]=[C:8]([NH:14][C:15]([C:17]2[CH:22]=[CH:21][C:20]([C:23]3[CH:28]=[CH:27][C:26]([C:29]4[N:33]=[C:32]([CH3:34])[O:31][N:30]=4)=[CH:25][C:24]=3[CH3:35])=[CH:19][CH:18]=2)=[O:16])[CH:9]=[CH:10][C:11]=1[O:12][CH3:13].ClC(OC(Cl)C)=O.C(N(C(C)C)CC)(C)C>ClCCCl>[CH3:1][NH:2][CH2:3][CH2:4][O:5][C:6]1[CH:7]=[C:8]([NH:14][C:15]([C:17]2[CH:18]=[CH:19][C:20]([C:23]3[CH:28]=[CH:27][C:26]([C:29]4[N:33]=[C:32]([CH3:34])[O:31][N:30]=4)=[CH:25][C:24]=3[CH3:35])=[CH:21][CH:22]=2)=[O:16])[CH:9]=[CH:10][C:11]=1[O:12][CH3:13]. Reported procedure: A solution of N-[3-(2-dimethylaminoethoxy)-4-methoxyphenyl]-2'-methyl-4'-(5-methyl-1,2,4-oxadiazol-3-yl)biphenyl-4-carboxamide (E1, 0.2 g, 0.41 mmole) in 1,2-dichloroethane (5 ml) was treated at room temperature with 1-chloroethyl chloroformate (0.12 ml, 1.12 mmole) followed by diisopropylethylamine (0.15 ml, 0.86 mmole). The mixture was stirred for 2 hours at room temperature. After removal of solvent in vacuo the residue was treated with methanol (8 ml) and heated under reflux for 30 minutes. ... Reactants: COC=1C=C(CC2NCCC3=CC(=C(C=C23)OC)OC)C=CC1OC (1-(3,4-Dimethoxy-benzyl)-6,7-dimethoxy-1,2,3,4-tetrahydroisoquinoline), BrCC(=O)Br (2-bromoacetyl bromide), NC1CCC2=CC(=CC=C12)OC (1-amino-5-methoxy-indane). The product is COC=1C=C(CC2N(CCC3=CC(=C(C=C23)OC)OC)CC(=O)NC2CCC3=CC(=CC=C23)OC)C=CC1OC (2-[1-(3,4-Dimethoxy-benzyl)-6,7-dimethoxy-3,4-dihydro-1H-isoquinolin-2-yl]-N-(5-methoxy-indan-1-yl)-acetamide). As a reaction SMILES: [CH3:1][O:2][C:3]1[CH:4]=[C:5]([CH:21]=[CH:22][C:23]=1[O:24][CH3:25])[CH2:6][CH:7]1[C:16]2[C:11](=[CH:12][C:13]([O:19][CH3:20])=[C:14]([O:17][CH3:18])[CH:15]=2)[CH2:10][CH2:9][NH:8]1.Br[CH2:27][C:28](Br)=[O:29].[NH2:31][CH:32]1[C:40]2[C:35](=[CH:36][C:37]([O:41][CH3:42])=[CH:38][CH:39]=2)[CH2:34][CH2:33]1>>[CH3:1][O:2][C:3]1[CH:4]=[C:5]([CH:21]=[CH:22][C:23]=1[O:24][CH3:25])[CH2:6][CH:7]1[C:16]2[C:11](=[CH:12][C:13]([O:19][CH3:20])=[C:14]([O:17][CH3:18])[CH:15]=2)[CH2:10][CH2:9][N:8]1[CH2:27][C:28]([NH:31][CH:32]1[C:40]2[C:35](=[CH:36][C:37]([O:41][CH3:42])=[CH:38][CH:39]=2)[CH2:34][CH2:33]1)=[O:29]. Reported procedure: prepared by reaction of 1-(3,4-Dimethoxy-benzyl)-6,7-dimethoxy-1,2,3,4-tetrahydroisoquinoline and 2-bromoacetyl bromide with 1-amino-5-methoxy-indane The reactants are OC1CCN(C2CCC2)CC1, C1CCOC1, CCOC(=O)N=NC(=O)OCC, O=C1CCc2cc(O)ccc2N1. Product: O=C1CCc2cc(OC3CCN(C4CCC4)CC3)ccc2N1. RXN SMILES: [CH:13]1([N:17]2[CH2:18][CH2:19][CH:20]([OH:23])[CH2:21][CH2:22]2)[CH2:14][CH2:15][CH2:16]1.[O:24]1[CH2:25][CH2:26][CH2:27][CH2:28]1.[O:29]=[C:30]([O:31][CH2:32][CH3:33])[N:34]=[N:35][C:36]([O:37][CH2:38][CH3:39])=[O:40].[OH:1][c:2]1[cH:3][c:4]2[c:9]([cH:10][cH:11]1)[NH:8][C:7](=[O:12])[CH2:6][CH2:5]2>>[O:1]([c:2]1[cH:3][c:4]2[c:9]([cH:10][cH:11]1)[NH:8][C:7](=[O:12])[CH2:6][CH2:5]2)[CH:20]1[CH2:19][CH2:18][N:17]([CH:13]2[CH2:14][CH2:15][CH2:16]2)[CH2:22][CH2:21]1.